This data is from the Open Reaction Database (ORD), a public repository of structured organic reaction records. The task is: describe an organic reaction: reactants, conditions, products, and yield Starting materials: CCOC(=O)C(CC)C(O)(c1ccc(F)cc1)c1ccc(F)cc1, Cc1ccccc1, Cc1ccc(S(=O)(=O)O)cc1. Product: CCOC(=O)C(CC)=C(c1ccc(F)cc1)c1ccc(F)cc1. Reaction SMILES: [CH2:1]([CH3:2])[CH:3]([C:4](=[O:5])[O:6][CH2:7][CH3:8])[C:9]([OH:10])([c:11]1[cH:12][cH:13][c:14]([F:17])[cH:15][cH:16]1)[c:18]1[cH:19][cH:20][c:21]([F:24])[cH:22][cH:23]1.[CH3:36][c:37]1[cH:38][cH:39][cH:40][cH:41][cH:42]1.[c:25]1([CH3:26])[cH:27][cH:28][c:29]([S:30]([OH:31])(=[O:32])=[O:33])[cH:34][cH:35]1>>[CH2:1]([CH3:2])[C:3]([C:4](=[O:5])[O:6][CH2:7][CH3:8])=[C:9]([c:11]1[cH:12][cH:13][c:14]([F:17])[cH:15][cH:16]1)[c:18]1[cH:19][cH:20][c:21]([F:24])[cH:22][cH:23]1.